The task is: describe an organic reaction: reactants, conditions, products, and yield. This data is from the Open Reaction Database (ORD), a public repository of structured organic reaction records. Starting materials: Cc1oc(-c2ccc(F)cc2)nc1COC1CCCC(OCC=C2SC(=O)NC2=O)C1, [H][H]. The product is Cc1oc(-c2ccc(F)cc2)nc1COC1CCCC(OCCC2SC(=O)NC2=O)C1. Reaction SMILES: [F:1][c:2]1[cH:3][cH:4][c:5](-[c:8]2[o:9][c:10]([CH3:31])[c:11]([CH2:13][O:14][CH:15]3[CH2:16][CH:17]([O:21][CH2:22][CH:23]=[C:24]4[C:25](=[O:30])[NH:26][C:27](=[O:29])[S:28]4)[CH2:18][CH2:19][CH2:20]3)[n:12]2)[cH:6][cH:7]1.[H:32][H:33]>>[F:1][c:2]1[cH:3][cH:4][c:5](-[c:8]2[o:9][c:10]([CH3:31])[c:11]([CH2:13][O:14][CH:15]3[CH2:16][CH:17]([O:21][CH2:22][CH2:23][CH:24]4[C:25](=[O:30])[NH:26][C:27](=[O:29])[S:28]4)[CH2:18][CH2:19][CH2:20]3)[n:12]2)[cH:6][cH:7]1.